Task: describe an organic reaction: reactants, conditions, products, and yield. Dataset: the Open Reaction Database (ORD), a public repository of structured organic reaction records Reactants: CCOC(=O)c1c(-c2ccccc2Cl)c2cc(C)c(C)cc2[nH]c1=O, CCOC(C)=O, CC(C)I, [H-], [Na+], CN(C)C=O. Product: CCOC(=O)c1c(OC(C)C)nc2cc(C)c(C)cc2c1-c1ccccc1Cl. RXN SMILES: [CH2:1]([CH3:2])[O:3][C:4](=[O:5])[c:6]1[c:7](=[O:25])[nH:8][c:9]2[cH:10][c:11]([CH3:24])[c:12]([CH3:23])[cH:13][c:14]2[c:15]1-[c:16]1[c:17]([Cl:22])[cH:18][cH:19][cH:20][cH:21]1.[CH3:32][CH2:33][O:34][C:35](=[O:36])[CH3:37].[CH:28]([CH3:29])([CH3:30])[I:31].[H-:26].[Na+:27].[O:38]=[CH:39][N:40]([CH3:41])[CH3:42]>>[CH2:1]([CH3:2])[O:3][C:4](=[O:5])[c:6]1[c:7]([O:25][CH:28]([CH3:29])[CH3:30])[n:8][c:9]2[cH:10][c:11]([CH3:24])[c:12]([CH3:23])[cH:13][c:14]2[c:15]1-[c:16]1[c:17]([Cl:22])[cH:18][cH:19][cH:20][cH:21]1. Starting materials: CCOC(=O)C(Nc1ccc(C#N)cc1)c1cc(OCC)cc(O)c1F, CC(O)CN1CCCCC1. Product: CCOC(=O)C(Nc1ccc(C#N)cc1)c1cc(OCC)cc(OC(C)CN2CCCCC2)c1F. Reaction SMILES: [CH2:1]([CH3:2])[O:3][C:4]([CH:5]([c:6]1[c:7]([F:16])[c:8]([OH:15])[cH:9][c:10]([O:12][CH2:13][CH3:14])[cH:11]1)[NH:17][c:18]1[cH:19][cH:20][c:21]([C:24]#[N:25])[cH:22][cH:23]1)=[O:26].[CH3:27][CH:28]([CH2:29][N:30]1[CH2:31][CH2:32][CH2:33][CH2:34][CH2:35]1)[OH:36]>>[CH2:1]([CH3:2])[O:3][C:4]([CH:5]([c:6]1[c:7]([F:16])[c:8]([O:15][CH:28]([CH3:27])[CH2:29][N:30]2[CH2:31][CH2:32][CH2:33][CH2:34][CH2:35]2)[cH:9][c:10]([O:12][CH2:13][CH3:14])[cH:11]1)[NH:17][c:18]1[cH:19][cH:20][c:21]([C:24]#[N:25])[cH:22][cH:23]1)=[O:26]. Starting materials: C(C)(=O)OCC (ethyl acetate), BrC=1C=C(C=CC1)C(C(C)=O)C (3-(3-bromophenyl)-2-butanone), ClC1=CC=C(CCl)C=C1 (4-chlorobenzyl chloride), O.[OH-].[Cs+] (cesium hydroxide monohydrate). Reagents/catalysts: [I-].C(CCC)[N+](CCCC)(CCCC)CCCC (tetrabutylammonium iodide). Run in O (water), C(Cl)Cl (methylene chloride). Reaction conditions: time 3.5 hour. Product: BrC=1C=C(C=CC1)C(C(C)=O)(CC1=CC=C(C=C1)Cl)C (3-(3-Bromophenyl)-4-(4-chlorophenyl)-3-methyl-2-butanone). As a reaction SMILES: [Br:1][C:2]1[CH:3]=[C:4]([CH:8]([CH3:12])[C:9](=[O:11])[CH3:10])[CH:5]=[CH:6][CH:7]=1.[Cl:13][C:14]1[CH:21]=[CH:20][C:17]([CH2:18]Cl)=[CH:16][CH:15]=1.O.[OH-].[Cs+].C(OCC)(=O)C>C(Cl)Cl.[I-].C([N+](CCCC)(CCCC)CCCC)CCC.O>[Br:1][C:2]1[CH:3]=[C:4]([C:8]([CH3:12])([CH2:18][C:17]2[CH:20]=[CH:21][C:14]([Cl:13])=[CH:15][CH:16]=2)[C:9](=[O:11])[CH3:10])[CH:5]=[CH:6][CH:7]=1 |f:2.3.4,7.8|. Reported procedure: To a solution of 3-(3-bromophenyl)-2-butanone (2.0 g, 8.8 mmol) in methylene chloride (100 mL) was added 4-chlorobenzyl chloride (1.4 g, 8.8 mmol), tetrabutylammonium iodide (0.16 g, 0.44 mmol) and cesium hydroxide monohydrate (5.9 g, 35 mmol). After stirring at room temperature for 3.5 h, the reaction mixture was poured into ethyl acetate (100 mL) and water (100 mL). The organic layer was separated and the aqueous layer extracted with ethyl acetate. The combined organic extracts were washed wit... Starting materials: C(C)(=O)NC1=C(C=C(C=C1)SCOC)[N+](=O)[O-] (1-acetamido-2-nitro-4-methoxymethylthiobenzene), CO (methanol), ferrous sulfate. Reagents/catalysts: [Fe] (iron). Run in O (water). The product is C(C)(=O)NC1=C(C=C(C=C1)SCOC)N (1-acetamido-2-amino-4-methoxymethylthiobenzene). RXN SMILES: [C:1]([NH:4][C:5]1[CH:10]=[CH:9][C:8]([S:11][CH2:12][O:13][CH3:14])=[CH:7][C:6]=1[N+:15]([O-])=O)(=[O:3])[CH3:2].CO>[Fe].O>[C:1]([NH:4][C:5]1[CH:10]=[CH:9][C:8]([S:11][CH2:12][O:13][CH3:14])=[CH:7][C:6]=1[NH2:15])(=[O:3])[CH3:2]. Procedure details: 1.5 G. of 1-acetamido-2-nitro-4-methoxymethylthiobenzene, also prepared according to Example VIII, is treated for 4 hours in a refluxing mixture of 160 ml. methanol and 40 ml. water with 4 g. of iron powder (added in two portions) and 1 g. ferrous sulfate. The mixture is filtered, and the filtrate concentrated. The residue is dissolved in chloroform and washed with water, then the solvent evaporated to afford 1-acetamido-2-amino-4-methoxymethylthiobenzene. The reactants are COc1ccc(F)cc1C(C)(C)CC(O)(C=O)C(F)(F)F, Nc1cccc2[nH]c(=O)ccc12. Yields the product COc1ccc(F)cc1C(C)(C)CC(O)(CNc1cccc2[nH]c(=O)ccc12)C(F)(F)F. Reaction SMILES: [F:1][c:2]1[cH:3][cH:4][c:5]([O:20][CH3:21])[c:6]([C:8]([CH2:9][C:10]([CH:11]=[O:12])([C:13]([F:14])([F:15])[F:16])[OH:17])([CH3:18])[CH3:19])[cH:7]1.[NH2:22][c:23]1[c:24]2[cH:25][cH:26][c:27](=[O:33])[nH:28][c:29]2[cH:30][cH:31][cH:32]1>>[F:1][c:2]1[cH:3][cH:4][c:5]([O:20][CH3:21])[c:6]([C:8]([CH2:9][C:10]([CH2:11][NH:22][c:23]2[c:24]3[cH:25][cH:26][c:27](=[O:33])[nH:28][c:29]3[cH:30][cH:31][cH:32]2)([C:13]([F:14])([F:15])[F:16])[OH:17])([CH3:18])[CH3:19])[cH:7]1. Starting materials: ClC=1C=C(C(=CC1C1=C(C=C(C=C1)Cl)C(F)(F)F)N)N (4-chloro-5-[4-chloro-2-(trifluoromethyl)phenyl]benzene-1,2-diamine), FC(C(C(C(=O)O)(F)F)(F)F)(F)F (heptafluorobutanoic acid). Product: ClC1=CC2=C(NC(=N2)C(C(C(F)(F)F)(F)F)(F)F)C=C1C1=C(C=C(C=C1)Cl)C(F)(F)F (5-chloro-6-[4-chloro-2-(trifluoromethyl)phenyl]-2-(heptafluoropropyl)-1H-1,3-benzodiazole). Yield: 68.0%. RXN SMILES: [Cl:1][C:2]1[CH:3]=[C:4]([NH2:20])[C:5]([NH2:19])=[CH:6][C:7]=1[C:8]1[CH:13]=[CH:12][C:11]([Cl:14])=[CH:10][C:9]=1[C:15]([F:18])([F:17])[F:16].[F:21][C:22]([F:33])([F:32])[C:23]([F:31])([F:30])[C:24]([F:29])([F:28])[C:25](O)=O>>[Cl:1][C:2]1[C:7]([C:8]2[CH:13]=[CH:12][C:11]([Cl:14])=[CH:10][C:9]=2[C:15]([F:17])([F:18])[F:16])=[CH:6][C:5]2[NH:19][C:25]([C:24]([F:28])([F:29])[C:23]([F:30])([F:31])[C:22]([F:33])([F:32])[F:21])=[N:20][C:4]=2[CH:3]=1. Procedure: A solution of 4-chloro-5-[4-chloro-2-(trifluoromethyl)phenyl]benzene-1,2-diamine (100 mg, 0.31 mmol, 1.00 equiv) in heptafluorobutanoic acid (5 ml) was stirred overnight at 80° C. in an oil bath and then quenched with ice-water (30 ml). The pH value of the solution was adjusted to 8 with saturated aqueous sodium carbonate and extracted with ethyl acetate (50 ml×3). The combined organic layers were dried over anhydrous sodium sulfate and concentrated under vacuum to give a residue, which was puri...